Task: describe an organic reaction: reactants, conditions, products, and yield. Dataset: the Open Reaction Database (ORD), a public repository of structured organic reaction records Reactants: ClCCl, C[Si](C)(C)CCOCn1nc2c(nc(-c3c(F)cccc3F)c3cc(CF)ccc32)c1NC1CCN(S(C)(=O)=O)CC1, O=C(O)C(F)(F)F, N, O. Yields the product CS(=O)(=O)N1CCC(Nc2n[nH]c3c2nc(-c2c(F)cccc2F)c2cc(CF)ccc23)CC1. Reaction SMILES: [Cl:50][CH2:51][Cl:52].[F:1][c:2]1[c:3](-[c:9]2[n:10][c:11]3[c:12]([c:13]4[cH:14][cH:15][c:16]([CH2:19][F:20])[cH:17][c:18]24)[n:21][n:22]([CH2:35][O:36][CH2:37][CH2:38][Si:39]([CH3:40])([CH3:41])[CH3:42])[c:23]3[NH:24][CH:25]2[CH2:26][CH2:27][N:28]([S:31](=[O:32])(=[O:33])[CH3:34])[CH2:29][CH2:30]2)[c:4]([F:8])[cH:5][cH:6][cH:7]1.[F:43][C:44]([F:45])([F:46])[C:47]([OH:48])=[O:49].[NH3:54].[OH2:53]>>[F:1][c:2]1[c:3](-[c:9]2[n:10][c:11]3[c:12]([c:13]4[cH:14][cH:15][c:16]([CH2:19][F:20])[cH:17][c:18]24)[nH:21][n:22][c:23]3[NH:24][CH:25]2[CH2:26][CH2:27][N:28]([S:31](=[O:32])(=[O:33])[CH3:34])[CH2:29][CH2:30]2)[c:4]([F:8])[cH:5][cH:6][cH:7]1. The reactants are NC1=NC=CC(=C1O)Br (2-amino-4 -bromo-3-pyridinol), ClCl (chlorine). Product: NC1=NC=C(C(=C1O)Br)Cl (2-amino- 4-bromo-5-chloro-3-pyridinol). RXN SMILES: [NH2:1][C:2]1[C:7]([OH:8])=[C:6]([Br:9])[CH:5]=[CH:4][N:3]=1.[Cl:10]Cl>>[NH2:1][C:2]1[C:7]([OH:8])=[C:6]([Br:9])[C:5]([Cl:10])=[CH:4][N:3]=1. Procedure: The procedure of Example I-12 is followed with 2-amino-4 -bromo-3-pyridinol and chlorine to give 2-amino- 4-bromo-5-chloro-3-pyridinol. Starting materials: O=C([O-])O, CCCCCCCCCCCCCCOc1ccc(CN)cc1, ClCCl, CC(=O)OC(C)=O, [Na+]. Product: CCCCCCCCCCCCCCOc1ccc(CNC(C)=O)cc1. As a reaction SMILES: [C:31](=[O:32])([OH:33])[O-:34].[CH2:1]([CH2:2][CH2:3][CH2:4][CH2:5][CH2:6][CH2:7][CH2:8][CH2:9][CH2:10][CH2:11][CH2:12][CH2:13][CH3:14])[O:15][c:16]1[cH:17][cH:18][c:19]([CH2:22][NH2:23])[cH:20][cH:21]1.[CH2:36]([Cl:37])[Cl:38].[CH3:24][C:25](=[O:26])[O:27][C:28](=[O:29])[CH3:30].[Na+:35]>>[CH2:1]([CH2:2][CH2:3][CH2:4][CH2:5][CH2:6][CH2:7][CH2:8][CH2:9][CH2:10][CH2:11][CH2:12][CH2:13][CH3:14])[O:15][c:16]1[cH:17][cH:18][c:19]([CH2:22][NH:23][C:25]([CH3:24])=[O:26])[cH:20][cH:21]1. The reactants are BrC=1SC=2CC3=C(C2C1)N(N=C3C3=CC=C(C=C3)OC)COCC[Si](C)(C)C (2-Bromo-6-(4-methoxy-phenyl)-4-(2-trimethylsilanyl-ethoxymethyl)-4,7-dihydro-1-thia-4,5-diaza-cyclopenta[a]pentalene), COC=1C=C(C=CC1OC)B1OC(C(O1)(C)C)(C)C (2-(3,4-Dimethoxy-phenyl)-4,4,5,5-tetramethyl-[1,3,2]dioxaborolane), C(=O)([O-])[O-].[Na+].[Na+] (Na2CO3). The reagents and catalysts are Cl[Pd]([P](C1=CC=CC=C1)(C2=CC=CC=C2)C3=CC=CC=C3)([P](C4=CC=CC=C4)(C5=CC=CC=C5)C6=CC=CC=C6)Cl (Pd(PPh3)2Cl2). The solvent is C1(=CC=CC=C1)C.C(C)O (toluene ethanol). Reaction conditions: temperature 100 celsius. Yields the product COC=1C=C(C=CC1OC)C=1SC=2CC3=C(C2C1)N(N=C3C3=CC=C(C=C3)OC)COCC[Si](C)(C)C (2-(3,4-Dimethoxy-phenyl)-6-(4-methoxy-phenyl)-4-(2-trimethylsilanyl-ethoxymethyl)-4,7-dihydro-1-thia-4,5-diaza-cyclopenta[a]pentalene). Yield: 65.0%. As a reaction SMILES: Br[C:2]1[S:3][C:4]2[CH2:5][C:6]3[C:12]([C:13]4[CH:18]=[CH:17][C:16]([O:19][CH3:20])=[CH:15][CH:14]=4)=[N:11][N:10]([CH2:21][O:22][CH2:23][CH2:24][Si:25]([CH3:28])([CH3:27])[CH3:26])[C:7]=3[C:8]=2[CH:9]=1.[CH3:29][O:30][C:31]1[CH:32]=[C:33](B2OC(C)(C)C(C)(C)O2)[CH:34]=[CH:35][C:36]=1[O:37][CH3:38].C([O-])([O-])=O.[Na+].[Na+]>C1(C)C=CC=CC=1.C(O)C.Cl[Pd](Cl)([P](C1C=CC=CC=1)(C1C=CC=CC=1)C1C=CC=CC=1)[P](C1C=CC=CC=1)(C1C=CC=CC=1)C1C=CC=CC=1>[CH3:29][O:30][C:31]1[CH:32]=[C:33]([C:2]2[S:3][C:4]3[CH2:5][C:6]4[C:12]([C:13]5[CH:18]=[CH:17][C:16]([O:19][CH3:20])=[CH:15][CH:14]=5)=[N:11][N:10]([CH2:21][O:22][CH2:23][CH2:24][Si:25]([CH3:26])([CH3:28])[CH3:27])[C:7]=4[C:8]=3[CH:9]=2)[CH:34]=[CH:35][C:36]=1[O:37][CH3:38] |f:2.3.4,5.6,^1:66,85|. Procedure: A mixture of the corresponding 2-Bromo-6-(4-methoxy-phenyl)-4-(2-trimethylsilanyl-ethoxymethyl)-4,7-dihydro-1-thia-4,5-diaza-cyclopenta[a]pentalene (0.76 g, 1.5 mmol), 2-(3,4-Dimethoxy-phenyl)-4,4,5,5-tetramethyl-[1,3,2]dioxaborolane (0.4 g, 2.3 mmol), Na2CO3 (2 M, 2.45 mL), and Pd(PPh3)2Cl2 (9.7 mg, 0.084 mmol) in toluene/ethanol (1:1, 8.0 mL) was heated at 100° C. for 8 hr. The solution was cooled to room temperature and extracted with ethyl acetate. The target product was purified by gravity ... Starting materials: [H-].C(C(C)C)[Al+]CC(C)C (Diisobutylaluminum hydride), solution, C(C)OC(C(C(=O)OCC)C(C)C)=O (2-isopropyl-malonic acid diethyl ester), FC1=CC=C(CN)C=C1 (4-fluorobenzylamine), C(#N)[BH3-].[Na+] (sodium cyanoborohydride). Run in C(C)O (ethanol), C1(=CC=CC=C1)C (toluene), ClCCl (dichloromethane), C(C)(=O)O (acetic acid). Run at temperature 25 celsius, time 3.5 hour. The product is C(C)OC(C(C(C)C)CNCC1=CC=C(C=C1)F)=O (rac-2-[(4-fluoro-benzylamino)-methyl]-3-methyl-butyric acid ethyl ester). The yield is 41.7%. Reaction SMILES: [H-].C([Al+]CC(C)C)C(C)C.C(O[C:14](=O)[CH:15]([CH:21]([CH3:23])[CH3:22])[C:16]([O:18][CH2:19][CH3:20])=[O:17])C.[F:25][C:26]1[CH:33]=[CH:32][C:29]([CH2:30][NH2:31])=[CH:28][CH:27]=1.C([BH3-])#N.[Na+]>C1(C)C=CC=CC=1.ClCCl.C(O)C.C(O)(=O)C>[CH2:19]([O:18][C:16](=[O:17])[CH:15]([CH2:14][NH:31][CH2:30][C:29]1[CH:32]=[CH:33][C:26]([F:25])=[CH:27][CH:28]=1)[CH:21]([CH3:22])[CH3:23])[CH3:20] |f:0.1,4.5|. Procedure: Diisobutylaluminum hydride (38 mL of a 1.0 M solution in toluene, 38 mmol) was added over 5 min to a solution of 2-isopropyl-malonic acid diethyl ester (3.84 g, 19.0 mmol) in dichloromethane (33 mL) at −78° C. The reaction mixture was stirred at that temperature for 3.5 h, and then was quenched with saturated aqueous ammonium chloride (33 mL). The cold bath was removed, 1.0 M aqueous hydrochloric acid solution (90 mL) and DL-tartaric acid (4.25 g) were added sequentially, and the mixture was all... The reactants are CON(C(=O)C=1C(=NC(=NC1)SCC)N)C (4-amino-2-ethylsulfanyl-pyrimidine-5-carboxylic acid methoxy-methyl-amide), FC1=CC=C(C=C1)[Mg]Br (4-fluorophenyl magnesium bromide). Yields the product NC1=NC(=NC=C1C(=O)C1=CC=C(C=C1)F)SCC ((4-amino-2-ethylsulfanyl-pyrimidin-5-yl)-(4-fluoro-phenyl)-methanone). As a reaction SMILES: CON(C)[C:4]([C:6]1[C:7]([NH2:15])=[N:8][C:9]([S:12][CH2:13][CH3:14])=[N:10][CH:11]=1)=[O:5].[F:17][C:18]1[CH:23]=[CH:22][C:21]([Mg]Br)=[CH:20][CH:19]=1>>[NH2:15][C:7]1[C:6]([C:4]([C:21]2[CH:22]=[CH:23][C:18]([F:17])=[CH:19][CH:20]=2)=[O:5])=[CH:11][N:10]=[C:9]([S:12][CH2:13][CH3:14])[N:8]=1. Procedure details: The same procedure as described in Example 353 was used, starting from 4-amino-2-ethylsulfanyl-pyrimidine-5-carboxylic acid methoxy-methyl-amide (Example 1) and 4-fluorophenyl magnesium bromide (Aldrich) to give (4-amino-2-ethylsulfanyl-pyrimidin-5-yl)-(4-fluoro-phenyl)-methanone. MS (M+H)+, 278. Starting materials: [OH-].[Na+] (NaOH), COS(=O)(=O)C1=C(C=CC=C1)[N+](=O)[O-] (2-nitrobenzenesulfonic acid methyl ester), Cl (Hydrochloric acid), C(C)(=O)O (acetic acid), SnCl.H2O. Solvent: C(Cl)(Cl)Cl (chloroform), O (water). Reaction conditions: time 4 hour. The product is COS(=O)(=O)C1=C(C=CC=C1)N (2-aminobenzenesulfonic acid methyl ester). RXN SMILES: [CH3:1][O:2][S:3]([C:6]1[CH:11]=[CH:10][CH:9]=[CH:8][C:7]=1[N+:12]([O-])=O)(=[O:5])=[O:4].C(O)(=O)C.Cl.[OH-].[Na+]>O.C(Cl)(Cl)Cl>[CH3:1][O:2][S:3]([C:6]1[CH:11]=[CH:10][CH:9]=[CH:8][C:7]=1[NH2:12])(=[O:4])=[O:5] |f:3.4|. Reported procedure: 688 g of 2-nitrobenzenesulfonic acid methyl ester, 4.7 L of acetic acid, and 2.18 kg of SnCl.H2O are placed in a reaction container having a stirrer, a thermometer, and a nitrogen introducing pipe attached thereto, and cooled to a temperature of not more than 10° C. Hydrochloric acid gas is blown into the reaction mixture under stirring for 4 hours. Next, the reaction mixture is stirred at not more than 10° C. for 10 hours. 8.4 L of chloroform is added to the reaction mixture, and neutralized by...